This data is from the Open Reaction Database (ORD), a public repository of structured organic reaction records. The task is: describe an organic reaction: reactants, conditions, products, and yield Reactants: Cl.C1C=CN2[C@H]1CC2=O (carbapenem hydrochloride). Solvent: O (Water). Run at time 1 hour. Product: O.O.O.Cl.C1C=CN2[C@H]1CC2=O (carbapenem hydrochloride trihydrate). Reaction SMILES: [ClH:1].[CH2:2]1[C@@H:6]2[CH2:7][C:8](=[O:9])[N:5]2[CH:4]=[CH:3]1>O>[OH2:9].[OH2:9].[OH2:9].[ClH:1].[CH2:2]1[C@@H:6]2[CH2:7][C:8](=[O:9])[N:5]2[CH:4]=[CH:3]1 |f:0.1,3.4.5.6.7|. Procedure: Water for injection was added to 2000 g titer equivalent amount of novel non-aseptic carbapenem hydrochloride derivative to give 20 kg dispersion. This dispersion was stirred and dissolved under ice-cooling to prepare a charge solution. Thereafter, the solution was aseptically filtered through a 0.2 μm membrane filter (MCGL20S03, 0.2 μm, Millipore) and fed to a crystallization tank (equipped with a jacket). Then, the crystallization tank was stirred by bubbling with nitrogen at 0 to 15° C., and ...